This data is from the Open Reaction Database (ORD), a public repository of structured organic reaction records. The task is: describe an organic reaction: reactants, conditions, products, and yield Starting materials: COC1=NC=C(C(=O)OC)C=C1 (methyl 6-methoxynicotinate), [H-].[H-].[H-].[H-].[Li+].[Al+3].C1CCOC1 (LAH THF). Run in C1CCOC1 (THF). Reaction conditions: temperature 20 celsius, time 2 hour. Product: OCC1=CC(=NC=C1)OC (4-hydroxymethyl-2-methoxypyridine). Reaction SMILES: [CH3:1][O:2][C:3]1[CH:12]=[CH:11][C:6](C(OC)=O)=[CH:5][N:4]=1.[H-].[H-].[H-].[H-].[Li+].[Al+3].C1C[O:22][CH2:21]C1>C1COCC1>[OH:22][CH2:21][C:11]1[CH:6]=[CH:5][N:4]=[C:3]([O:2][CH3:1])[CH:12]=1 |f:1.2.3.4.5.6.7|. Procedure details: To a 0° C. THF (70 mL) solution of methyl 6-methoxynicotinate (6.0 g, 36 mmol) was added 36 mL of 1M LAH/THF. The reaction, after stirring at 20° C. for two hours, was quenched with aq. NH4Cl, diluted with aq. HCl until all salts dissolved, and extracted with EtOAc (3×) after adjusting the pH to 5. The crude 4-hydroxymethyl-2-methoxypyridine (1.75 g), obtained after drying and concentration of the EtOAc layers, was converted to 4-methoxy-3-pyridinylcarboxaldehyde following the procedure describe... The reactants are CCI, COCCOC, CCOC(C)=O, CSc1nc2c(c(C)cn2Cc2ccc(C(=O)c3ccc(Cl)cc3)cc2)c(=O)[nH]1, CN(C)C=O. Product: CCn1c(SC)nc2c(c(C)cn2Cc2ccc(C(=O)c3ccc(Cl)cc3)cc2)c1=O. RXN SMILES: [CH2:30]([CH3:31])[I:32].[CH3:33][O:34][CH2:35][CH2:36][O:37][CH3:38].[CH3:44][CH2:45][O:46][C:47](=[O:48])[CH3:49].[Cl:1][c:2]1[cH:3][cH:4][c:5]([C:6](=[O:7])[c:8]2[cH:9][cH:10][c:11]([CH2:12][n:13]3[cH:14][c:15]([CH3:25])[c:16]4[c:17]3[n:18][c:19]([S:23][CH3:24])[nH:20][c:21]4=[O:22])[cH:26][cH:27]2)[cH:28][cH:29]1.[O:39]=[CH:40][N:41]([CH3:42])[CH3:43]>>[Cl:1][c:2]1[cH:3][cH:4][c:5]([C:6](=[O:7])[c:8]2[cH:9][cH:10][c:11]([CH2:12][n:13]3[cH:14][c:15]([CH3:25])[c:16]4[c:17]3[n:18][c:19]([S:23][CH3:24])[n:20]([CH2:30][CH3:31])[c:21]4=[O:22])[cH:26][cH:27]2)[cH:28][cH:29]1.